This data is from the Open Reaction Database (ORD), a public repository of structured organic reaction records. The task is: describe an organic reaction: reactants, conditions, products, and yield Reaction conditions: temperature 0 celsius, time 17 hour. The solvent is COCCOC (1,2-dimethoxyethane), [Cl-].[NH4+] (ammonium chloride), COCCOC (1,2-dimethoxyethane), COCCOC (1,2-dimethoxyethane). Reaction SMILES: [C:1]([S:5][C:6](=[O:11])[CH2:7][C:8](=[O:10])[CH3:9])([CH3:4])([CH3:3])[CH3:2].[H-].[Na+].Br[CH2:15][C:16]1[CH:21]=[CH:20][C:19]([S:22]([CH3:25])(=[O:24])=[O:23])=[CH:18][CH:17]=1>COCCOC.[Cl-].[NH4+]>[C:1]([S:5][C:6](=[O:11])[CH:7]([CH2:15][C:16]1[CH:17]=[CH:18][C:19]([S:22]([CH3:25])(=[O:24])=[O:23])=[CH:20][CH:21]=1)[C:8](=[O:10])[CH3:9])([CH3:4])([CH3:2])[CH3:3] |f:1.2,5.6|. Reported procedure: A solution of 3-oxothiobutyric acid S-tert-butyl ester (7.5 g) in 1,2-dimethoxyethane (10 mL) was added to a stirred suspension of sodium hydride (60% in oil, 1.9 g) in 1,2-dimethoxyethane (100 mL) at −20° C. The mixture was warmed to 0° C. for 10 minutes and then a solution of 1-bromomethyl-4-methanesulfonylbenzene (12.9 g) in 1,2-dimethoxyethane (30 mL) was added dropwise over a period of 10 minutes. The resulting mixture was warmed to room temperature over 30 minutes and then stirred at this ... Reactants: BrCC1=CC=C(C=C1)S(=O)(=O)C (1-bromomethyl-4-methanesulfonylbenzene), C(C)(C)(C)SC(CC(C)=O)=O (3-oxothiobutyric acid S-tert-butyl ester), [H-].[Na+] (sodium hydride). Yields the product C(C)(C)(C)SC(C(C(C)=O)CC1=CC=C(C=C1)S(=O)(=O)C)=O (2-(4-methanesulfonylbenzyl)-3-oxothiobutyric acid S-tert-butyl Ester).